Dataset: the Open Reaction Database (ORD), a public repository of structured organic reaction records. Task: describe an organic reaction: reactants, conditions, products, and yield Product: ClC1=C(OC2CCN(CC2)C(CNC(C2=CC=C(C=C2)C=2OC(=NN2)C)=O)=O)C=CC=C1 (N-{2-[4-(2-chloro-phenoxy)-piperidin-1-yl]-2-oxo-ethyl}-4-(5-methyl-[1,3,4]oxadiazol-2-yl)-benzamide). Solvent: O (water), CN(C)C=O (DMF). Reactants: CCN=C=NCCCN(C)C (EDCI), CCN(C(C)C)C(C)C (DIPEA), CC1=NN=C(O1)C1=CC=C(C(=O)O)C=C1 (4-(5-methyl-[1,3,4]oxadiazol-2-yl)-benzoic acid), C=1C=CC2=C(C1)N=NN2O (HOBt), Cl.NCC(=O)N1CCC(CC1)OC1=C(C=CC=C1)Cl (2-amino-1-[4-(2-chloro-phenoxy)-piperidin-1-yl]-ethanone hydrochloride). As a reaction SMILES: CCN(C(C)C)C(C)C.[CH3:10][C:11]1[O:15][C:14]([C:16]2[CH:24]=[CH:23][C:19]([C:20]([OH:22])=O)=[CH:18][CH:17]=2)=[N:13][N:12]=1.C1C=CC2N(O)N=NC=2C=1.CCN=C=NCCCN(C)C.Cl.[NH2:47][CH2:48][C:49]([N:51]1[CH2:56][CH2:55][CH:54]([O:57][C:58]2[CH:63]=[CH:62][CH:61]=[CH:60][C:59]=2[Cl:64])[CH2:53][CH2:52]1)=[O:50]>CN(C=O)C.O>[Cl:64][C:59]1[CH:60]=[CH:61][CH:62]=[CH:63][C:58]=1[O:57][CH:54]1[CH2:53][CH2:52][N:51]([C:49](=[O:50])[CH2:48][NH:47][C:20](=[O:22])[C:19]2[CH:18]=[CH:17][C:16]([C:14]3[O:15][C:11]([CH3:10])=[N:12][N:13]=3)=[CH:24][CH:23]=2)[CH2:56][CH2:55]1 |f:4.5|. Procedure: DIPEA (180 mg, 1.47 mmol) was added to a stirred solution of 1 4-(5-methyl-[1,3,4]oxadiazol-2-yl)-benzoic acid (100 mg, 0.48 mmol) in DMF (2 mL) followed by HOBt (79 mg, 0.58 mmol) and EDCI (113 mg, 0.587 mmol). After 2 minutes of stirring, 2-amino-1-[4-(2-chloro-phenoxy)-piperidin-1-yl]-ethanone hydrochloride (179 mg, 0.587 mmol) (prepared according to Step 1 and 5 of the General Scheme) was added and the resulting mixture was stirred at room temperature overnight. Cold water was then added and... Yield: 22.9%. Reaction conditions: time 2 minute. Reactants: CC(C)O, CC(C)(C)Nc1nc(Cl)cc(Cl)n1, CC(C)(C)CN. Product: CC(C)(C)CNc1cc(Cl)nc(NC(C)(C)C)n1. As a reaction SMILES: [CH:20]([OH:21])([CH3:22])[CH3:23].[Cl:1][c:2]1[n:3][c:4]([NH:9][C:10]([CH3:11])([CH3:12])[CH3:13])[n:5][c:6]([Cl:8])[cH:7]1.[NH2:14][CH2:15][C:16]([CH3:17])([CH3:18])[CH3:19]>>[c:2]1([NH:14][CH2:15][C:16]([CH3:17])([CH3:18])[CH3:19])[n:3][c:4]([NH:9][C:10]([CH3:11])([CH3:12])[CH3:13])[n:5][c:6]([Cl:8])[cH:7]1. The product is C[C@@](C(=O)O)([C@@H](C1=CC=CC=C1)SCC1=CC=C(C=C1)C)NC(=O)OC(C)(C)C (methyl(2R,3R)-2-((tert-butyloxycarbonyl)amino)-3-((4-methylbenzyl)thio)-3-phenylpropionic acid). Reactants: Cl (HCl), C(C)(=O)S[C@@H]([C@@H](C(=O)OC)NC(=O)OC(C)(C)C)C1=CC=CC=C1 (methyl(2R,3R)-3-(acetylthio)2-((tert-butyloxycarbonyl)amino)-3-phenylpropionate), CO (methanol), BrC1=C(C(=CC=C1)C)C (bromoxilene), [OH-].[Na+] (NaOH). Yield: 79.0%. Conditions: time 20 minute. Procedure: The acetylated thiol 17 (500 mg, 1.4 mmol) was dissolved in methanol (2 mL) and NaOH was added (1.6 mL, 1M aqueous), followed by bromoxilene (300 mg, 1.62 mmol). After 20 min most of the starting material has disappeared (monitored by TLC). The solution was carefully neutralized with dilute HCl. The volatiles were removed in vacuo and the residue was extracted with Cl2CH2 (3×) The organic layer was washed with brine and dried over Na2SO4. The crude product was purified by flash column chromatogr... RXN SMILES: [C:1]([S:4][C@H:5]([C:19]1[CH:24]=[CH:23][CH:22]=[CH:21][CH:20]=1)[C@H:6]([NH:11][C:12]([O:14][C:15]([CH3:18])([CH3:17])[CH3:16])=[O:13])[C:7]([O:9]C)=[O:8])(=O)[CH3:2].[OH-].[Na+].Br[C:28]1[CH:33]=C[CH:31]=[C:30](C)[C:29]=1[CH3:35].Cl.[CH3:37]O>>[CH3:37][C@:6]([NH:11][C:12]([O:14][C:15]([CH3:18])([CH3:16])[CH3:17])=[O:13])([C@H:5]([S:4][CH2:1][C:2]1[CH:31]=[CH:30][C:29]([CH3:35])=[CH:28][CH:33]=1)[C:19]1[CH:24]=[CH:23][CH:22]=[CH:21][CH:20]=1)[C:7]([OH:9])=[O:8] |f:1.2|. Starting materials: OCN1C=CC2=C(C=CC=C12)O (1-hydroxymethyl-4-hydroxy-indole), CC=1C=C(C=NC1)C=O (5-methyl-pyridine-3-carbaldehyde), C(CC#N)#N (malononitrile), N1CCCCC1 (piperidine). Yields the product NC=1OC2=C3C(=CC=C2C(C1C#N)C=1C=NC=C(C1)C)N(C=C3)CO (2-Amino-3-cyano-4-(5-methyl-pyridin-3-yl)-7-hydroxymethyl-4H-pyrrolo[2,3-h]chromene), white solid. The yield is 69.0%. RXN SMILES: [OH:1][CH2:2][N:3]1[C:11]2[C:6](=[C:7]([OH:12])[CH:8]=[CH:9][CH:10]=2)[CH:5]=[CH:4]1.[CH3:13][C:14]1[CH:15]=[C:16]([CH:20]=O)[CH:17]=[N:18][CH:19]=1.[C:22](#[N:26])[CH2:23][C:24]#[N:25].N1CCCCC1>>[NH2:26][C:22]1[O:12][C:7]2[C:8]([CH:20]([C:16]3[CH:17]=[N:18][CH:19]=[C:14]([CH3:13])[CH:15]=3)[C:23]=1[C:24]#[N:25])=[CH:9][CH:10]=[C:11]1[N:3]([CH2:2][OH:1])[CH:4]=[CH:5][C:6]=21. Procedure details: The title compound was prepared from 1-hydroxymethyl-4-hydroxy-indole (163 mg, 1.0 mmol), 5-methyl-pyridine-3-carbaldehyde (121 mg, 1.0 mmol), malononitrile (66 mg, 1.0 mmol) and piperidine (0.05 mL, 0.5 mmol), similar to Example 16, to yield 230 mg (69%) of a white solid. 1H NMR (DMSO-d6): 8.31 (d, J=2.4 Hz, 1H), 8.27 (d, J=1.8 Hz, 1H), 7.44 (d, J=3.0 Hz, 1H), 7.31-7.26 (m, 2H), 7.01 (brs, 2H), 6.73 (d, J=8.4 Hz, 1H), 6.48-6.47 (m, 2H), 5.47 (d, J=6.0 Hz, 2H), 4.86 (s, 1H), 2.23 (s, 3H).